describe an organic reaction: reactants, conditions, products, and yield From a dataset of the Open Reaction Database (ORD), a public repository of structured organic reaction records. Reactants: FC(CCS(=O)C=1SC2=C(C=NC=C2)N1)=C(F)F (2-(3,4,4-trifluoro-but-3-enylsulfinyl)-thiazolo[4,5-c]pyridine), ClC1=CC(=CC=C1)C(=O)OO (m-chloroperbenzoic acid). Run in C(Cl)Cl (methylene chloride). Reaction conditions: time 2 hour. Product: FC(CCS(=O)(=O)C=1SC2=C(C=NC=C2)N1)=C(F)F (2-(3,4,4-trifluoro-but-3-enylsulfonyl)-thiazolo[4,5-c]pyridine). Isolated yield 47.4%. RXN SMILES: [F:1][C:2](=[C:16]([F:18])[F:17])[CH2:3][CH2:4][S:5]([C:7]1[S:8][C:9]2[CH:14]=[CH:13][N:12]=[CH:11][C:10]=2[N:15]=1)=[O:6].ClC1C=CC=C(C(OO)=[O:27])C=1>C(Cl)Cl>[F:1][C:2](=[C:16]([F:17])[F:18])[CH2:3][CH2:4][S:5]([C:7]1[S:8][C:9]2[CH:14]=[CH:13][N:12]=[CH:11][C:10]=2[N:15]=1)(=[O:27])=[O:6]. Procedure details: 2-(3,4,4-trifluoro-but-3-enylsulfinyl)-thiazolo[4,5-c]pyridine (0.1 g) was dissolved in methylene chloride (5 ml), m-chloroperbenzoic acid (0.07 g) was added and the mixture was stirred at room temperature for 2 hours. The mixture was washed with 1% aqueous sodium metabisulfite, aqueous sodium bicarbonate, saturated aqueous sodium chloride, dried over magnesium sulfate, filtered and evaporated. The residue was chromatographed on silica gel using methylene chloride:ethyl acetate (85:15) to give t... Reactants: CO, NC(=O)OCC1C(NC(=O)C(=NOCC(=O)OCc2ccc([N+](=O)[O-])cc2)c2csc(N)n2)C(=O)N1S(=O)(=O)O, [Na]. Product: NC(=O)OCC1C(NC(=O)C(=NOCC(=O)O)c2csc(N)n2)C(=O)N1S(=O)(=O)O, [Na]. RXN SMILES: [CH3:42][OH:43].[NH2:2][c:3]1[s:4][cH:5][c:6]([C:8]([C:9](=[O:10])[NH:11][CH:12]2[C:13](=[O:25])[N:14]([S:21](=[O:22])(=[O:23])[OH:24])[CH:15]2[CH2:16][O:17][C:18]([NH2:19])=[O:20])=[N:26][O:27][CH2:28][C:29](=[O:30])[O:31][CH2:32][c:33]2[cH:34][cH:35][c:36]([N+:37]([O-:38])=[O:39])[cH:40][cH:41]2)[n:7]1.[Na:1]>>[NH2:2][c:3]1[s:4][cH:5][c:6]([C:8]([C:9](=[O:10])[NH:11][CH:12]2[C:13](=[O:25])[N:14]([S:21](=[O:22])(=[O:23])[OH:24])[CH:15]2[CH2:16][O:17][C:18]([NH2:19])=[O:20])=[N:26][O:27][CH2:28][C:29](=[O:30])[OH:31])[n:7]1.[Na:1]. The reactants are CC(=O)OC(C)=O, Nc1ccc(Cl)c(O)c1, C1COCCO1. The product is CC(=O)Nc1ccc(Cl)c(O)c1. As a reaction SMILES: [CH3:10][C:11](=[O:12])[O:13][C:14](=[O:15])[CH3:16].[Cl:1][c:2]1[c:3]([OH:9])[cH:4][c:5]([NH2:8])[cH:6][cH:7]1.[O:17]1[CH2:18][CH2:19][O:20][CH2:21][CH2:22]1>>[Cl:1][c:2]1[c:3]([OH:9])[cH:4][c:5]([NH:8][C:11]([CH3:10])=[O:12])[cH:6][cH:7]1. Starting materials: NC1C(CCC1)CNC1=NC2=CC=CC=C2C(=C1)OC (2-[(2-aminocyclopentyl)methylamino]-4-methoxyquinoline), Cl (hydrochloric acid). Product: Cl.Cl.NC1C(CCC1)CNC=1NC2=CC=CC=C2C(C1)=O (2-[(2-aminocyclopentyl)methylamino]-1H-quinolin-4-one dihydrochloride). The yield is 100.0%. Reaction SMILES: [NH2:1][CH:2]1[CH2:6][CH2:5][CH2:4][CH:3]1[CH2:7][NH:8][C:9]1[CH:18]=[C:17]([O:19]C)[C:16]2[C:11](=[CH:12][CH:13]=[CH:14][CH:15]=2)[N:10]=1.[ClH:21]>>[ClH:21].[ClH:21].[NH2:1][CH:2]1[CH2:6][CH2:5][CH2:4][CH:3]1[CH2:7][NH:8][C:9]1[NH:10][C:11]2[C:16]([C:17](=[O:19])[CH:18]=1)=[CH:15][CH:14]=[CH:13][CH:12]=2 |f:2.3.4|. Procedure: A solution of 2-[(2-aminocyclopentyl)methylamino]-4-methoxyquinoline (0.090 g, 0.332 mmol) in hydrochloric acid (10M, 5 ml) was stirred at reflux for 8 h. After cooling the mixture was concentrated to give the title compound as a light brown solid (50:50 mixture of cis and trans isomers; 0.11 g, 100%). δH (CD3OD) 1.45-2.80 (7H, m, (CH2)3, CHCH2NH), 3.40-3.95 (3H, m, CHNH2, CH2NH), 6.43-6.45 (1H, 2s, 3-H), 7.47-8.18 (4H, m, ArH). MS (ES+) 258 (M+H). Starting materials: E1, ClC1=CC=C(C=N1)OC1=C(C#N)C=C(C=C1)CO (2-((6-chloropyridin-3-yl)oxy)-5-(hydroxymethyl)benzonitrile), ClC=1C=C2N(C(N1)=O)CCN2C (7-chloro-1-methyl-2,3-dihydroimidazo[1,2-c]pyrimidin-5(1H)-one), [H-].[Na+] (sodium hydride). Reported procedure: Prepared in a manner similar to that described for E1 using 7-chloro-1-methyl-2,3-dihydroimidazo[1,2-c]pyrimidin-5(1H)-one (60 mg, 0.323 mmol), sodium hydride (25.9 mg, 0.647 mmol) and 2-((6-chloropyridin-3-yl)oxy)-5-(hydroxymethyl)benzonitrile (84 mg, 0.323 mmol) in DMF (2 mL). As a reaction SMILES: Cl[C:2]1[CH:3]=[C:4]2[N:11]([CH3:12])[CH2:10][CH2:9][N:5]2[C:6](=[O:8])[N:7]=1.[H-].[Na+].[Cl:15][C:16]1[N:21]=[CH:20][C:19]([O:22][C:23]2[CH:30]=[CH:29][C:28]([CH2:31][OH:32])=[CH:27][C:24]=2[C:25]#[N:26])=[CH:18][CH:17]=1>CN(C=O)C>[Cl:15][C:16]1[N:21]=[CH:20][C:19]([O:22][C:23]2[CH:30]=[CH:29][C:28]([CH2:31][O:32][C:2]3[CH:3]=[C:4]4[N:11]([CH3:12])[CH2:10][CH2:9][N:5]4[C:6](=[O:8])[N:7]=3)=[CH:27][C:24]=2[C:25]#[N:26])=[CH:18][CH:17]=1 |f:1.2|. Yields the product ClC1=CC=C(C=N1)OC1=C(C#N)C=C(C=C1)COC=1C=C2N(C(N1)=O)CCN2C (2-((6-chloropyridin-3-yl)oxy)-5-(((1-methyl-5-oxo-1,2,3,5-tetrahydroimidazo[1,2-c]pyrimidin-7-yl)oxy)methyl)benzonitrile). Run in CN(C)C=O (DMF). As a reaction SMILES: [Br:22][CH2:23][CH2:24][CH2:25][OH:26].[O:46]=[C:47]([O:48][CH2:49][CH3:50])[N:51]=[N:52][C:53]([O:54][CH2:55][CH3:56])=[O:57].[O:58]1[CH2:59][CH2:60][CH2:61][CH2:62]1.[OH:1][c:2]1[c:3]([CH:10]2[S:11][c:12]3[c:13]([cH:18][cH:19][cH:20][cH:21]3)[N:14]([CH3:17])[C:15]2=[O:16])[cH:4][c:5]([O:8][CH3:9])[cH:6][cH:7]1.[c:27]1([P:28]([c:29]2[cH:30][cH:31][cH:32][cH:33][cH:34]2)[c:35]2[cH:36][cH:37][cH:38][cH:39][cH:40]2)[cH:41][cH:42][cH:43][cH:44][cH:45]1>>[O:1]([c:2]1[c:3]([CH:10]2[S:11][c:12]3[c:13]([cH:18][cH:19][cH:20][cH:21]3)[N:14]([CH3:17])[C:15]2=[O:16])[cH:4][c:5]([O:8][CH3:9])[cH:6][cH:7]1)[CH2:25][CH2:24][CH2:23][Br:22]. Starting materials: OCCCBr, CCOC(=O)N=NC(=O)OCC, C1CCOC1, COc1ccc(O)c(C2Sc3ccccc3N(C)C2=O)c1, c1ccc(P(c2ccccc2)c2ccccc2)cc1. The product is COc1ccc(OCCCBr)c(C2Sc3ccccc3N(C)C2=O)c1. Conditions: temperature 120 celsius. The product is N1(CCOCC1)C1=CC=C(C(=O)N)C=C1 (4-(4-morpholinyl) Benzamide). The yield is 3373.0%. The solvent is O (Water). Reaction SMILES: [NH:1]1[CH2:6][CH2:5][O:4][CH2:3][CH2:2]1.F[C:8]1[CH:16]=[CH:15][C:11]([C:12]([NH2:14])=[O:13])=[CH:10][CH:9]=1>O>[N:1]1([C:8]2[CH:16]=[CH:15][C:11]([C:12]([NH2:14])=[O:13])=[CH:10][CH:9]=2)[CH2:6][CH2:5][O:4][CH2:3][CH2:2]1. Starting materials: N1CCOCC1 (morpholine), FC1=CC=C(C(=O)N)C=C1 (4-fluorobenzamide), FC1=CC=C(C(=O)N)C=C1 (4-fluorobenzoamide). Reported procedure: A mixture of morpholine (2.0 g, 0.23 mmol) and 4-fluorobenzamide (1.2 g, 8.6 mmol) is heated at 120° C. The conversion of the 4-fluorobenzoamide is complete after 10 hours. Water (10 ml) is than added into the reaction mixture. The precipitate is filtered off, washed with water and dried under vacuum (30° C.) to give 1.6 g of the title-compound. Yield: 94%; m.p. 220-221° C.; MS 206 (100, M+); H1 NMR (DMSO): δ 7.76 (d, 2H), 7.75 (b, 1H), 7.05 (b, 1H), 6.94 (d, 21H), 3.73 (t, 4H), 3.20 (t, 4H); C1... The reactants are [H-].C(C(C)C)[Al+]CC(C)C (diisobutylaluminum hydride), CC(C(=O)OCC)(CC1=CC=C(C=C1)C)C=1C=NC=CC1 (Ethyl 2-methyl-3-(4-methylphenyl)-2-pyridin-3-ylpropanoate). Solvent: C(C)(=O)OCC (ethyl acetate), C1CCOC1 (THF), C1CCOC1 (THF). Reaction conditions: time 1 hour. Product: CC(CO)(CC1=CC=C(C=C1)C)C=1C=NC=CC1 (2-methyl-3-(4-methylphenyl)-2-pyridin-3-ylpropan-1-ol). RXN SMILES: [H-].C([Al+]CC(C)C)C(C)C.[CH3:11][C:12]([C:26]1[CH:27]=[N:28][CH:29]=[CH:30][CH:31]=1)([CH2:18][C:19]1[CH:24]=[CH:23][C:22]([CH3:25])=[CH:21][CH:20]=1)[C:13](OCC)=[O:14]>C1COCC1.C(OCC)(=O)C>[CH3:11][C:12]([C:26]1[CH:27]=[N:28][CH:29]=[CH:30][CH:31]=1)([CH2:18][C:19]1[CH:24]=[CH:23][C:22]([CH3:25])=[CH:21][CH:20]=1)[CH2:13][OH:14] |f:0.1|. Reported procedure: A solution of diisobutylaluminum hydride 120 ml. 120 mmol, 1.0M in THF) was added to a solution of the product of STEP 2 (11.6 g, 38.7 mmol) in 100 ml THF at 0° C. over 20 min. After 1 h, the reaction was diluted with 25 ml ethyl acetate and quenched with 75 ml H2O. The resulting mixture was filtered through a short column of Celite®, and washed with ethyl acetate. Filtrate was extracted with ethyl acetate (3×100 ml). The combined organic layer was washed with brine, dried with MgSO4, and concen... The reactants are C1(=CC=CC=C1)C(C(=O)OCC)C(=O)OCC (diethyl phenylmalonate), O.P(=O)(O)(O)[O-].[Na+] (sodium dihydrogen phosphate monohydrate), solid, [BH4-].[Na+] (sodium borohydride). The solvent is C(C)O (ethanol). Yields the product C1(=CC=CC=C1)C(CO)CO (2-phenyl-1,3-propanediol). Yield: 69.1%. Reaction SMILES: [C:1]1([CH:7]([C:13](OCC)=[O:14])[C:8](OCC)=[O:9])[CH:6]=[CH:5][CH:4]=[CH:3][CH:2]=1.O.P([O-])(O)(O)=O.[Na+].[BH4-].[Na+]>C(O)C>[C:1]1([CH:7]([CH2:8][OH:9])[CH2:13][OH:14])[CH:6]=[CH:5][CH:4]=[CH:3][CH:2]=1 |f:1.2.3,4.5|. Reported procedure: A mixture of 20 g of diethyl phenylmalonate, 6.6 g of sodium dihydrogen phosphate monohydrate and 140 ml of absolute ethanol was cooled to 15° C. after which 7.1 g of solid sodium borohydride was added. The reaction was completed by quenching the excess of sodium borohydride with 10% HCl solution and distilling the residual ethanol. 8 ml of NaOH 50% were added in order to obtain a pH of between about 8.0 to about 9.0. The obtained 2-phenyl-1,3-propanediol was then extracted into 400 ml of ethyl ... Starting materials: C(=O)(OCC)C1=C(N=C2N1C=C(C=C2NCC2=C(C=C(C=C2C)F)C)C)C (3-carboethoxy-2,6-dimethyl-8-(2,6-dimethyl-4-fluorobenzylamino)-imidazo[1,2-a]pyridine), ice water, Rochelle-salt, O.O.O.O.C(=O)([O-])C(O)C(O)C(=O)[O-].[K+].[Na+] (sodium potassium tartrate tetrahydrate). The solvent is C1(=CC=CC=C1)C (toluene), C1(=CC=CC=C1)C (toluene), C1(=CC=CC=C1)C (toluene). Reaction conditions: time 2 hour. The product is CC=1N=C2N(C=C(C=C2NCC2=C(C=C(C=C2C)F)C)C)C1CO (2,6-dimethyl-8-(2,6-dimethyl-4-fluorobenzylamino)-3-hydroxymethylimidazo[1,2-a]pyridine). As a reaction SMILES: [C:1]([C:6]1[N:10]2[CH:11]=[C:12]([CH3:26])[CH:13]=[C:14]([NH:15][CH2:16][C:17]3[C:22]([CH3:23])=[CH:21][C:20]([F:24])=[CH:19][C:18]=3[CH3:25])[C:9]2=[N:8][C:7]=1[CH3:27])(OCC)=[O:2].O.O.O.O.C(C(C(C([O-])=O)O)O)([O-])=O.[K+].[Na+]>C1(C)C=CC=CC=1>[CH3:27][C:7]1[N:8]=[C:9]2[C:14]([NH:15][CH2:16][C:17]3[C:22]([CH3:23])=[CH:21][C:20]([F:24])=[CH:19][C:18]=3[CH3:25])=[CH:13][C:12]([CH3:26])=[CH:11][N:10]2[C:6]=1[CH2:1][OH:2] |f:1.2.3.4.5.6.7|. Procedure details: A solution of 0.4 g (1.1 mmol) of 3-carboethoxy-2,6-dimethyl-8-(2,6-dimethyl-4-fluorobenzylamino)-imidazo[1,2-a]pyridine in 10 ml toluene was chilled with ice-water, (2.1 g, 6.6 mmol). Red-l 65% in toluene was added after 30 min. The solution was stirred for 2 h at room temperature. 10 ml of Rochelle-salt solution, (35 g sodium potassium tartrate tetrahydrate/250 ml water) was added dropwise, 10 ml toluene was added, the organic layer was separated, washed with water, dried over sodium sulfate a...